Dataset: the Open Reaction Database (ORD), a public repository of structured organic reaction records. Task: describe an organic reaction: reactants, conditions, products, and yield Starting materials: CCOCC (ether), CN1CCC(CC1)(C(=O)OCC)C1=CC=CC=C1 (Ethyl 1-methyl-4-phenylpiperidine-4-carboxylate), CO (methanol), [H-].C(C(C)C)[Al+]CC(C)C (diisobutylaluminiumhydrid). Run in C1(=CC=CC=C1)C (toluene). The product is CN1CCC(CC1)(C=O)C1=CC=CC=C1 (1-Methyl-4-phenylpiperidine-4-carboxaldehyde). As a reaction SMILES: [CH3:1][N:2]1[CH2:7][CH2:6][C:5]([C:13]2[CH:18]=[CH:17][CH:16]=[CH:15][CH:14]=2)([C:8](OCC)=[O:9])[CH2:4][CH2:3]1.[H-].C([Al+]CC(C)C)C(C)C.CO.CCOCC>C1(C)C=CC=CC=1>[CH3:1][N:2]1[CH2:7][CH2:6][C:5]([C:13]2[CH:18]=[CH:17][CH:16]=[CH:15][CH:14]=2)([CH:8]=[O:9])[CH2:4][CH2:3]1 |f:1.2|. Procedure details: Ethyl 1-methyl-4-phenylpiperidine-4-carboxylate (2.7 g, 10 mmol) was dissolved in dry toluene (30 ml). The stirred solution was cooled to -63° C. under an atmosphere of N2, whereafter a solution of diisobutylaluminiumhydrid (DIBAH, 1 M, 20 ml) was added dropwise. Stirring was continued at -70° C. for 11/2 h, whereafter methanol (5 ml) was added, in order to destroy excess of DIBAH. At ambient temperature water (50 ml) was added, and the mixture was filtered through a pad of filter aid. The organ... Reactants: CC(c1ccccc1)C(NC(=O)C(N)CC(=O)OC(C)(C)C)c1ncc(-c2ccc(I)cc2)[nH]1, CCN(C(C)C)C(C)C, O=C(Cl)OC(Cl)(Cl)Cl, C1CCOC1, C1CCOC1, Cc1ccccc1. The product is CC(c1ccccc1)C(c1ncc(-c2ccc(I)cc2)[nH]1)N1C(=O)NC(CC(=O)OC(C)(C)C)C1=O. RXN SMILES: [C:1]([CH3:2])([CH3:3])([CH3:4])[O:5][C:6]([CH2:7][CH:8]([C:9](=[O:10])[NH:11][CH:12]([CH:13]([CH3:14])[c:15]1[cH:16][cH:17][cH:18][cH:19][cH:20]1)[c:21]1[nH:22][c:23](-[c:26]2[cH:27][cH:28][c:29]([I:32])[cH:30][cH:31]2)[cH:24][n:25]1)[NH2:33])=[O:34].[CH:35]([N:36]([CH2:37][CH3:38])[CH:39]([CH3:40])[CH3:41])([CH3:42])[CH3:43].[O:44]=[C:45]([Cl:46])[O:47][C:48]([Cl:49])([Cl:50])[Cl:51].[O:52]1[CH2:53][CH2:54][CH2:55][CH2:56]1.[O:64]1[CH2:65][CH2:66][CH2:67][CH2:68]1.[c:57]1([CH3:58])[cH:59][cH:60][cH:61][cH:62][cH:63]1>>[C:1]([CH3:2])([CH3:3])([CH3:4])[O:5][C:6]([CH2:7][CH:8]1[C:9](=[O:10])[N:11]([CH:12]([CH:13]([CH3:14])[c:15]2[cH:16][cH:17][cH:18][cH:19][cH:20]2)[c:21]2[nH:22][c:23](-[c:26]3[cH:27][cH:28][c:29]([I:32])[cH:30][cH:31]3)[cH:24][n:25]2)[C:45](=[O:44])[NH:33]1)=[O:34].